This data is from the Open Reaction Database (ORD), a public repository of structured organic reaction records. The task is: describe an organic reaction: reactants, conditions, products, and yield The reactants are COC1=C(C(=C2C(OCC2=C1C)=O)OS(=O)(=O)C1=CC=C(C=C1)C)CC1=C(C(CC1)O)C (3-(1,3-dihydro-6-methoxy-7-methyl-3-oxo-4-p-toluenesulfonyloxy-5-isobenzofuranylmethyl)-2-methylcyclopent-2-en-1-ol), mercuric acetate, Cl(=O)(=O)(=O)[O-].[Li+] (lithium perchlorate), COC1=C(C(=C2C(OCC2=C1C)=O)OS(=O)(=O)C1=CC=C(C=C1)C)CC1=C(C(CC1)OC=C)C (3-(1,3-dihydro-6-methoxy-7-methyl-3-oxo-4-p-toluenesulfonyloxy -5-isobenzofuranylmethyl)-2-methyl-1-vinyloxycyclopent-2-ene). Run in C(=C)OCC (ethyl vinyl ether), C([O-])(O)=O.[Na+] (sodium bicarbonate), CCOCC (ether). Reaction conditions: time 30 hour. Yields the product COC1=C(C(=C2C(OCC2=C1C)=O)OS(=O)(=O)C1=CC=C(C=C1)C)CC1=C(C(CC1)CC=O)C (3-(1,3-dihydro-6-methoxy-7-methyl-3-oxo-4-p-toluenesulfonyloxy-5-isobenzofuranylmethyl)-2-methylcyclopent-2-en-1-ylacetaldehyde). Reaction SMILES: [CH3:1][O:2][C:3]1[C:11]([CH3:12])=[C:10]2[C:6]([C:7](=[O:13])[O:8][CH2:9]2)=[C:5]([O:14][S:15]([C:18]2[CH:23]=[CH:22][C:21]([CH3:24])=[CH:20][CH:19]=2)(=[O:17])=[O:16])[C:4]=1[CH2:25][C:26]1[CH2:30][CH2:29][CH:28](O)[C:27]=1[CH3:32].C[O:34][C:35]1C(C)=C2C(C(=O)OC2)=C(OS(C2C=CC(C)=CC=2)(=O)=O)[C:36]=1CC1CCC(OC=C)C=1C.Cl([O-])(=O)(=O)=O.[Li+]>C(OCC)=C.CCOCC.C(=O)(O)[O-].[Na+]>[CH3:1][O:2][C:3]1[C:11]([CH3:12])=[C:10]2[C:6]([C:7](=[O:13])[O:8][CH2:9]2)=[C:5]([O:14][S:15]([C:18]2[CH:23]=[CH:22][C:21]([CH3:24])=[CH:20][CH:19]=2)(=[O:16])=[O:17])[C:4]=1[CH2:25][C:26]1[CH2:30][CH2:29][CH:28]([CH2:36][CH:35]=[O:34])[C:27]=1[CH3:32] |f:2.3,6.7|. Procedure: To a solution of 3-(1,3-dihydro-6-methoxy-7-methyl-3-oxo-4-p-toluenesulfonyloxy-5-isobenzofuranylmethyl)-2-methylcyclopent-2-en-1-ol (0.157 g) in ethyl vinyl ether (10 mL) was added mercuric acetate (0.052 g). After stirring for 30 hours at ambient temperature, the reaction was diluted with ether and passed quickly through a fritted funnel half filled with celite and capped with silica. To this ethereal solution [containing 3-(1,3-dihydro-6-methoxy-7-methyl-3-oxo-4-p-toluenesulfonyloxy -5-isoben... The reactants are Cl (hydrochloric acid), COC1=C(C=CC(=C1)OCC1=CC=NC=C1)C=CC(CC(C)=O)=O (6-[2-methoxy-4-(4-pyridylmethoxy)phenyl]hex-5-ene-2,4-dione), N1CCCCC1 (piperidine), [B]=O (boron oxide), N1C=CC2=CC=CC(=C12)C=O (1H-indole-7-carboxaldehyde), B(OC(C)C)(OC(C)C)OC(C)C (triisopropyl borate), C([O-])(O)=O.[Na+] (sodium bicarbonate). The solvent is [Cl-].[Na+].O (brine), C(C)(=O)OCC (ethyl acetate), C(C)(=O)OCC (ethyl acetate). Conditions: temperature 70 celsius. The product is N1C=CC2=CC=CC(=C12)\C=C\C(CC(\C=C\C1=C(C=C(C=C1)OCC1=CC=NC=C1)OC)=O)=O ((1E,6E)-1-(1H-indol-7-yl)-7-[2-methoxy-4-(4-pyridylmethoxy) phenyl]hepta-1,6-diene-3,5-dione). Isolated yield 35.6%. RXN SMILES: [CH3:1][O:2][C:3]1[CH:8]=[C:7]([O:9][CH2:10][C:11]2[CH:16]=[CH:15][N:14]=[CH:13][CH:12]=2)[CH:6]=[CH:5][C:4]=1[CH:17]=[CH:18][C:19](=[O:24])[CH2:20][C:21](=[O:23])[CH3:22].[B]=O.[NH:27]1[C:35]2[C:30](=[CH:31][CH:32]=[CH:33][C:34]=2[CH:36]=O)[CH:29]=[CH:28]1.B(OC(C)C)(OC(C)C)OC(C)C.N1CCCCC1.Cl.C(=O)(O)[O-].[Na+]>C(OCC)(=O)C.[Cl-].[Na+].O>[NH:27]1[C:35]2[C:30](=[CH:31][CH:32]=[CH:33][C:34]=2/[CH:36]=[CH:22]/[C:21](=[O:23])[CH2:20][C:19](=[O:24])/[CH:18]=[CH:17]/[C:4]2[CH:5]=[CH:6][C:7]([O:9][CH2:10][C:11]3[CH:16]=[CH:15][N:14]=[CH:13][CH:12]=3)=[CH:8][C:3]=2[O:2][CH3:1])[CH:29]=[CH:28]1 |f:6.7,9.10.11,^1:24|. Reported procedure: In a 20 mL reaction vessel were placed 88 mg (0.27 mmol) of 6-[2-methoxy-4-(4-pyridylmethoxy)phenyl]hex-5-ene-2,4-dione and 26.4 mg (0.380 mmol) of boron oxide and they were dissolved in 1.76 mL of ethyl acetate. To the mixture under stirring at 70° C., 40 mg (0.27 mmol) of 1H-indole-7-carboxaldehyde and 124 μL (0.54 mmol) of triisopropyl borate were sequentially added. After the mixture was stirred at the same temperature for 1 hour, a solution of 5.4 μL (54 μmol) of piperidine in ethyl acetate... The reactants are CC=CC, O=C1CCCCC1, O, c1ccccc1. Product: C1=CCOC2(CCCCC2)OC1. As a reaction SMILES: [CH3:1][CH:2]=[CH:3][CH3:4].[O:5]=[C:6]1[CH2:7][CH2:8][CH2:9][CH2:10][CH2:11]1.[OH2:12].[cH:13]1[cH:14][cH:15][cH:16][cH:17][cH:18]1>>[CH2:1]1[CH:2]=[CH:3][CH2:4][O:12][C:6]2([O:5]1)[CH2:7][CH2:8][CH2:9][CH2:10][CH2:11]2. Starting materials: C([O-])([O-])=O.[K+].[K+] (potassium carbonate), BrC1=CC=C(OCCO)C=C1 (2-(4-bromophenoxy)ethanol), O1CCCC=C1 (dihyropyran), C1(=CC=C(C=C1)S(=O)(=O)O)C (p-toluenesulfonic acid). Solvent: O (water), C(Cl)Cl (methylene chloride), C(Cl)Cl (methylene chloride), O (water). Run at time 3 day. Yields the product O1C(CCCC1)OCCOC1=CC=C(C=C1)Br (4-(2-tetrahydropyranyloxyethoxy)bromobenzene). Reaction SMILES: [Br:1][C:2]1[CH:11]=[CH:10][C:5]([O:6][CH2:7][CH2:8][OH:9])=[CH:4][CH:3]=1.[O:12]1[CH:17]=[CH:16][CH2:15][CH2:14][CH2:13]1.C1(C)C=CC(S(O)(=O)=O)=CC=1.C(=O)([O-])[O-].[K+].[K+]>O.C(Cl)Cl>[O:12]1[CH2:17][CH2:16][CH2:15][CH2:14][CH:13]1[O:9][CH2:8][CH2:7][O:6][C:5]1[CH:10]=[CH:11][C:2]([Br:1])=[CH:3][CH:4]=1 |f:3.4.5|. Procedure details: To a mixture of 12.0 g (55.4 mmol) 2-(4-bromophenoxy)ethanol, 100 ml dry methylene chloride and 5.1 g (60.9 mmol) dihyropyran is added, at RT, 0.42 g (2.2 mmol) p-toluenesulfonic acid.water. The mixture is stirred for 3 days at RT, after which 50 ml methylene chloride, 50 ml water and 10 ml aqueous 15% potassium carbonate are added. The organic phase is separated and washed with water (60 ml) and with saturated aqueous sodium chloride, and is then dried over calcium sulfate. Solvent is removed b... Starting materials: [Cl-].[Ca+2].[Cl-] (calcium chloride), calcium ion, P(=O)(OCCCCCCCCCCCC)([O-])[O-] (lauryl phosphate), [OH-].[Na+] (sodium hydroxide), P(=O)(OCCCCCCCCCCCC)([O-])[O-] (lauryl phosphate). The solvent is O (Water). Run at temperature 60 celsius, time 60 minute. Product: P(=O)(OCCCCCCCCCCCC)([O-])[O-].[Ca+2] (calcium lauryl phosphate). RXN SMILES: [P:1]([O-:17])([O-:16])([O:3][CH2:4][CH2:5][CH2:6][CH2:7][CH2:8][CH2:9][CH2:10][CH2:11][CH2:12][CH2:13][CH2:14][CH3:15])=[O:2].[OH-].[Na+].[Cl-].[Ca+2:21].[Cl-]>O>[P:1]([O-:16])([O-:17])([O:3][CH2:4][CH2:5][CH2:6][CH2:7][CH2:8][CH2:9][CH2:10][CH2:11][CH2:12][CH2:13][CH2:14][CH3:15])=[O:2].[Ca+2:21] |f:1.2,3.4.5,7.8|. Procedure: Water (19 L) was added to lauryl phosphate (molar ratio of diester/monoester=1/1; acid value, 240.2 mg KOH/g) (1 kg) while heating at 60° C., whereby the lauryl phosphate was dispersed uniformly. An aqueous solution of sodium hydroxide (300 g/L) (571 ml) was dropwise added to the mixture while keeping the said temperature. When the addition was finished, the mixture showed a pH of about 11. Further, stirring was continued at 60° C. for 60 minutes. An aqueous solution of calcium chloride (300 g/L... Starting materials: c1ccc(CN2CCc3c(ncnc3N3CCOCC3)C2)cc1, CO, O=C[O-], [NH4+]. Product: c1nc2c(c(N3CCOCC3)n1)CCNC2. Reaction SMILES: [CH2:1]([c:2]1[cH:3][cH:4][cH:5][cH:6][cH:7]1)[N:8]1[CH2:9][c:10]2[n:11][cH:12][n:13][c:14]([N:18]3[CH2:19][CH2:20][O:21][CH2:22][CH2:23]3)[c:15]2[CH2:16][CH2:17]1.[CH3:28][OH:29].[CH:24]([O-:25])=[O:26].[NH4+:27]>>[NH:8]1[CH2:9][c:10]2[n:11][cH:12][n:13][c:14]([N:18]3[CH2:19][CH2:20][O:21][CH2:22][CH2:23]3)[c:15]2[CH2:16][CH2:17]1. The reactants are C(C)(C)(C)OC(=O)N1CCC=2C(=NNC2CC1)C1=CC=C(C=C1)Cl (3-(4-chloro-phenyl)-4,5,7,8-tetrahydro-1H-1,2,6-triaza-azulene-6-carboxylic acid tert-butyl ester), BrCCC(C)C (1-bromo-3-methyl-butane). Product: ClC1=CC=C(C=C1)C1=NN(C=2CCNCCC12)CCC(C)C (3-(4-Chloro-phenyl)-1-(3-methyl-butyl)-1,4,5,6,7,8-hexahydro-1,2,6-triaza-azulene). Yield: 47.2%. As a reaction SMILES: C(OC([N:8]1[CH2:17][CH2:16][C:15]2[NH:14][N:13]=[C:12]([C:18]3[CH:23]=[CH:22][C:21]([Cl:24])=[CH:20][CH:19]=3)[C:11]=2[CH2:10][CH2:9]1)=O)(C)(C)C.Br[CH2:26][CH2:27][CH:28]([CH3:30])[CH3:29]>>[Cl:24][C:21]1[CH:20]=[CH:19][C:18]([C:12]2[C:11]3[CH2:10][CH2:9][NH:8][CH2:17][CH2:16][C:15]=3[N:14]([CH2:26][CH2:27][CH:28]([CH3:30])[CH3:29])[N:13]=2)=[CH:23][CH:22]=1. Procedure: The title compound (0.030 g) was prepared from 3-(4-chloro-phenyl)-4,5,7,8-tetrahydro-1H-1,2,6-triaza-azulene-6-carboxylic acid tert-butyl ester (Example 103, Step B; 0.2 mmol) using 1-bromo-3-methyl-butane (0.3 mmol) in place of 2-chloromethyl-thiophene. MS (ESI): exact mass calculated for C18H24ClN3, 317.17. found, m/z 318.3 [M+H]+. 1H NMR (400 MHz, CD3OD): 7.56-7.54 (m, 4H), 4.34 (s, 2H), 3.57-3.55 (br m, 2H), 3.44-3.42 (br m, 2H), 3.40-3.38 (br m, 2H), 3.29-3.27 (br m, 2H), 1.79-1.77 (br m, ...